Dataset: the Open Reaction Database (ORD), a public repository of structured organic reaction records. Task: describe an organic reaction: reactants, conditions, products, and yield Reactants: O=C1NC(=O)c2ccccc21, CCOC(=O)N=NC(=O)OCC, C1CCOC1, OC1CCN(Cc2ccccc2)C1, c1ccc(P(c2ccccc2)c2ccccc2)cc1. Yields the product O=C1c2ccccc2C(=O)N1C1CCN(Cc2ccccc2)C1. As a reaction SMILES: [O:14]=[C:15]1[NH:16][C:17](=[O:18])[c:19]2[cH:20][cH:21][cH:22][cH:23][c:24]21.[O:44]=[C:45]([O:46][CH2:47][CH3:48])[N:49]=[N:50][C:51]([O:52][CH2:53][CH3:54])=[O:55].[O:56]1[CH2:57][CH2:58][CH2:59][CH2:60]1.[c:1]1([CH2:7][N:8]2[CH2:9][CH:10]([OH:13])[CH2:11][CH2:12]2)[cH:2][cH:3][cH:4][cH:5][cH:6]1.[c:25]1([P:26]([c:27]2[cH:28][cH:29][cH:30][cH:31][cH:32]2)[c:33]2[cH:34][cH:35][cH:36][cH:37][cH:38]2)[cH:39][cH:40][cH:41][cH:42][cH:43]1>>[c:1]1([CH2:7][N:8]2[CH2:9][CH:10]([N:16]3[C:15](=[O:14])[c:24]4[c:19]([cH:20][cH:21][cH:22][cH:23]4)[C:17]3=[O:18])[CH2:11][CH2:12]2)[cH:2][cH:3][cH:4][cH:5][cH:6]1. The product is OC1Cc2ccccc2CO1. The reactants are O=C1Cc2ccccc2CO1, ClCCl, Cl. Reaction SMILES: [CH2:1]1[O:2][C:3](=[O:11])[CH2:4][c:5]2[c:6]1[cH:7][cH:8][cH:9][cH:10]2.[Cl:13][CH2:14][Cl:15].[ClH:12]>>[CH2:1]1[O:2][CH:3]([OH:11])[CH2:4][c:5]2[c:6]1[cH:7][cH:8][cH:9][cH:10]2. The reactants are O=C1Cc2c(cccc2-c2ccc(Br)cc2)N1, C1CCNCC1, CCO, Cc1[nH]c(C=O)c(C)c1C(=O)NCCn1ccnn1. The product is Cc1[nH]c(C=C2C(=O)Nc3cccc(-c4ccc(Br)cc4)c32)c(C)c1C(=O)NCCn1ccnn1. As a reaction SMILES: [Br:1][c:2]1[cH:3][cH:4][c:5](-[c:8]2[c:9]3[c:13]([cH:14][cH:15][cH:16]2)[NH:12][C:11](=[O:17])[CH2:10]3)[cH:6][cH:7]1.[CH2:37]1[CH2:38][CH2:39][NH:40][CH2:41][CH2:42]1.[CH3:43][CH2:44][OH:45].[n:18]1([CH2:23][CH2:24][NH:25][C:26](=[O:27])[c:28]2[c:29]([CH3:36])[nH:30][c:31]([CH:34]=[O:35])[c:32]2[CH3:33])[n:19][n:20][cH:21][cH:22]1>>[Br:1][c:2]1[cH:3][cH:4][c:5](-[c:8]2[c:9]3[c:13]([cH:14][cH:15][cH:16]2)[NH:12][C:11](=[O:17])[C:10]3=[CH:34][c:31]2[nH:30][c:29]([CH3:36])[c:28]([C:26]([NH:25][CH2:24][CH2:23][n:18]3[n:19][n:20][cH:21][cH:22]3)=[O:27])[c:32]2[CH3:33])[cH:6][cH:7]1. Reported procedure: The reaction of propanol and 4-Bromomethyl-benzoic acid in the presence of sodium hydride was performed as described for Compound 33 to give 4-propoxymethyl-benzoic acid as white powder. 1H-NMR (400 MHz, d6-DMSO): 7.89 (d, J=8.2, 2 arom.H); 7.40 (d, J=8.2, 2 arom.H); 4.50 (s, OCH2C6H4—); 3.38 (t, CH3CH2CH2O); 1.54 (m, CH3CH2CH2O); 0.87 (t, CH3CH2CH2O).). 13C-NMR (100 MHz, d6-DMSO): 167.24 (—C═O); 143.94; 129.67; 129.30 (2 arom. C); 127.03 (2 arom. C); 71.53; 71.13; 22.43; 10.55. The product is C(CC)OCC1=CC=C(C(=O)O)C=C1 (4-propoxymethyl-benzoic acid). Reaction SMILES: BrCC1C=CC(C(O)=O)=CC=1.[H-].[Na+].[CH2:14]([O:18][CH2:19][C:20]1[CH:28]=[CH:27][C:23]([C:24]([OH:26])=[O:25])=[CH:22][CH:21]=1)[CH2:15][CH:16]=C>C(O)CC>[CH2:14]([O:18][CH2:19][C:20]1[CH:28]=[CH:27][C:23]([C:24]([OH:26])=[O:25])=[CH:22][CH:21]=1)[CH2:15][CH3:16] |f:1.2|. The solvent is C(CC)O (propanol). Starting materials: BrCC1=CC=C(C(=O)O)C=C1 (4-Bromomethyl-benzoic acid), [H-].[Na+] (sodium hydride), C(CC=C)OCC1=CC=C(C(=O)O)C=C1 (4-But-3-enyloxymethyl-benzoic acid). Starting materials: CCCNCCC, CN(C)C=O, O=C1c2ccccc2-n2cnc(-c3noc(CCl)n3)c2C2CCCN12. The product is CCCN(CCC)Cc1nc(-c2ncn3c2C2CCCN2C(=O)c2ccccc2-3)no1. As a reaction SMILES: [CH2:26]([CH2:27][CH3:28])[NH:29][CH2:30][CH2:31][CH3:32].[CH3:33][N:34]([CH3:35])[CH:36]=[O:37].[Cl:1][CH2:2][c:3]1[n:4][c:5](-[c:8]2[n:9][cH:10][n:11]3[c:12]2[CH:13]2[N:14]([C:15](=[O:22])[c:16]4[c:17]-3[cH:18][cH:19][cH:20][cH:21]4)[CH2:23][CH2:24][CH2:25]2)[n:6][o:7]1>>[CH2:2]([c:3]1[n:4][c:5](-[c:8]2[n:9][cH:10][n:11]3[c:12]2[CH:13]2[N:14]([C:15](=[O:22])[c:16]4[c:17]-3[cH:18][cH:19][cH:20][cH:21]4)[CH2:23][CH2:24][CH2:25]2)[n:6][o:7]1)[N:29]([CH2:26][CH2:27][CH3:28])[CH2:30][CH2:31][CH3:32]. RXN SMILES: CC1C=C(N2CCN(CC3C=CC(C(F)(F)F)=CC=3)C2=O)SC=1C(OCC)=O.[N:29]1[S:30][N:31]=[C:32]2[CH:37]=[C:36]([CH2:38][N:39]3[CH2:43][CH2:42][N:41]([C:44]4[S:45][C:46]([C:50]([O:52]CC)=[O:51])=[C:47]([CH3:49])[N:48]=4)[C:40]3=[O:55])[CH:35]=[CH:34][C:33]=12>>[N:29]1[S:30][N:31]=[C:32]2[CH:37]=[C:36]([CH2:38][N:39]3[CH2:43][CH2:42][N:41]([C:44]4[S:45][C:46]([C:50]([OH:52])=[O:51])=[C:47]([CH3:49])[N:48]=4)[C:40]3=[O:55])[CH:35]=[CH:34][C:33]=12. Yields the product N=1SN=C2C1C=CC(=C2)CN2C(N(CC2)C=2SC(=C(N2)C)C(=O)O)=O (2-(3-(benzo[c][1,2,5]thiadiazol-5-ylmethyl)-2-oxoimidazolidin-1-yl)-4-methylthiazole-5-carboxylic acid). Isolated yield 85.0%. Procedure details: Following the procedure as described in Example 14, making variations as required to replace ethyl 3-methyl-5-(2-oxo-3-(4-(trifluoromethyl)benzyl)imidazolidin-1-yl)thiophene-2-carboxylate with ethyl 2-(3-(benzo[c][1,2,5]thiadiazol-5-ylmethyl)-2-oxoimidazolidin-1-yl)-4-methylthiazole-5-carboxylate, the title compound was obtained as a colorless solid in 85% yield: MS (ES+) m/z 376.1 (M+1). Reactants: CC1=C(SC(=C1)N1C(N(CC1)CC1=CC=C(C=C1)C(F)(F)F)=O)C(=O)OCC (ethyl 3-methyl-5-(2-oxo-3-(4-(trifluoromethyl)benzyl)imidazolidin-1-yl)thiophene-2-carboxylate), N=1SN=C2C1C=CC(=C2)CN2C(N(CC2)C=2SC(=C(N2)C)C(=O)OCC)=O (ethyl 2-(3-(benzo[c][1,2,5]thiadiazol-5-ylmethyl)-2-oxoimidazolidin-1-yl)-4-methylthiazole-5-carboxylate). Reactants: COC(=O)[C@H]1N(C[C@@H](C1)S(=O)(=O)CC1CC1)C(CC(C)=O)=S ((2S,4R)-4-cyclopropylmethanesulfonyl-1-(3-oxo-thiobutyryl)-pyrrolidine-2-carboxylic acid methyl ester), C(C1=CC=CC=C1)NN (benzylhydrazine). Product: COC(=O)[C@H]1N(C[C@@H](C1)S(=O)(=O)CC1CC1)C=1N(N=C(C1)C)CC1=CC=CC=C1 ((2S,4R)-1-(2-benzyl-5-methyl-2H-pyrazol-3-yl)-4-cyclopropylmethanesulfonyl-pyrrolidine-2-carboxylic acid methyl ester). As a reaction SMILES: [CH3:1][O:2][C:3]([C@@H:5]1[CH2:9][C@@H:8]([S:10]([CH2:13][CH:14]2[CH2:16][CH2:15]2)(=[O:12])=[O:11])[CH2:7][N:6]1[C:17](=S)[CH2:18][C:19](=O)[CH3:20])=[O:4].[CH2:23]([NH:30][NH2:31])[C:24]1[CH:29]=[CH:28][CH:27]=[CH:26][CH:25]=1>>[CH3:1][O:2][C:3]([C@@H:5]1[CH2:9][C@@H:8]([S:10]([CH2:13][CH:14]2[CH2:16][CH2:15]2)(=[O:12])=[O:11])[CH2:7][N:6]1[C:17]1[N:30]([CH2:23][C:24]2[CH:29]=[CH:28][CH:27]=[CH:26][CH:25]=2)[N:31]=[C:19]([CH3:20])[CH:18]=1)=[O:4]. Procedure details: In analogy to the procedure described in example 192 h, (2S,4R)-4-cyclopropylmethanesulfonyl-1-(3-oxo-thiobutyryl)-pyrrolidine-2-carboxylic acid methyl ester was reacted with benzylhydrazine (CAS Reg. No. 555-96-4) to give the title compound as brown solid. MS (ESI): m/z=418.2 [M+H]+. Reactants: solution, C(C)(C)[Mg]Cl (iPrMgCl), C(CC)=O (propionaldehyde), IC1=C2CCN3C(C2=CC=C1)=CC(NCC3=O)=O (9-iodo-3,4,7,8-tetrahydro-[1,4]diazepino[7,1-a]isoquinoline-2,5-dione), [NH4+].[Cl-] (NH4Cl). Run in C1CCOC1 (THF), C1CCOC1 (THF). Conditions: temperature -78 celsius, time 30 minute. Product: OC(CC)C1=C2CCN3C(C2=CC=C1)=CC(NCC3=O)=O (rac-9-(1-hydroxypropyl)-3,4,7,8-tetrahydro-[1,4]diazepino[7,1-a]isoquinoline-2,5-dione). Isolated yield 13.0%. Reaction SMILES: I[C:2]1[CH:11]=[CH:10][CH:9]=[C:8]2[C:3]=1[CH2:4][CH2:5][N:6]1[C:16](=[O:17])[CH2:15][NH:14][C:13](=[O:18])[CH:12]=[C:7]12.C([Mg]Cl)(C)C.[CH:24](=[O:27])[CH2:25][CH3:26].[NH4+].[Cl-]>C1COCC1>[OH:27][CH:24]([C:2]1[CH:11]=[CH:10][CH:9]=[C:8]2[C:3]=1[CH2:4][CH2:5][N:6]1[C:16](=[O:17])[CH2:15][NH:14][C:13](=[O:18])[CH:12]=[C:7]12)[CH2:25][CH3:26] |f:3.4|. Procedure: 124-1. A mixture of 9-iodo-3,4,7,8-tetrahydro-[1,4]diazepino[7,1-a]isoquinoline-2,5-dione (2.2 g, 6.21 mmol) in dry THF (150 mL) was cooled to −78° C. under Ar, and a 2M solution of iPrMgCl in THF (18.6 mL, 37.3 mmol) was added dropwise. The mixture was stirred at −78° C. for 30 min and propionaldehyde (3.61 g, 62.1 mmol) was then added. The mixture was stirred at −78° C. for another 30 min and then allowed to warm to RT overnight. The reaction mixture was poured onto a saturated aq. solution of... Reactants: ozonide, NC1=CC=CC2=C1N(C(N2)=O)C (7-amino-1-methyl-1,3-dihydro-2H-benzimidazol-2-one), [H][H] (hydrogen), C(C)C1=CCCC1 (1-ethylcyclopentene), C([O-])(O)=O.[Na+] (sodium bicarbonate). Reagents/catalysts: [Pd] (palladium on carbon). Solvent: CO (methanol). Reaction conditions: time 12 hour. Yields the product C(C)C1N(CCCC1)C1=CC=CC2=C1N(C(N2)=O)C (7-(2-Ethyl-1-piperidinyl)-1-methyl-1,3-dihydro-2H-benzimidazol-2-one). Yield: 75.0%. Reaction SMILES: [CH2:1]([C:3]1[CH2:7][CH2:6][CH2:5][CH:4]=1)[CH3:2].C(=O)(O)[O-].[Na+].[NH2:13][C:14]1[C:19]2[N:20]([CH3:24])[C:21](=[O:23])[NH:22][C:18]=2[CH:17]=[CH:16][CH:15]=1.[H][H]>CO.[Pd]>[CH2:1]([CH:3]1[CH2:7][CH2:6][CH2:5][CH2:4][N:13]1[C:14]1[C:19]2[N:20]([CH3:24])[C:21](=[O:23])[NH:22][C:18]=2[CH:17]=[CH:16][CH:15]=1)[CH3:2] |f:1.2|. Procedure: A mixture of 1-ethylcyclopentene (1.0 g, 10.4 mmol) and sodium bicarbonate (0.1 g, 1.19 mmol) in methanol (150 ml) was ozonized at −78° C. until TLC analysis indicated complete consumption of 1-ethylcyclopentene. The crude ozonide was transferred directly to a mixture of 7-amino-1-methyl-1,3-dihydro-2H-benzimidazol-2-one (0.5 g, 3.07 mmol) and 10% palladium on carbon (0.05 g, Degussa type; 50% wet). The flask was fitted with a balloon of hydrogen and allowed to stir for 12 h. The reaction was fi... Reactants: CC(C)(C)OC(=O)N1CCC(NC(=O)OCc2ccccc2)C(C(=O)N2CCSC2)C1, ClCCl, O=C(O)C(F)(F)F. The product is O=C(NC1CCNCC1C(=O)N1CCSC1)OCc1ccccc1. Reaction SMILES: [C:1]([O:2][C:3](=[O:4])[N:8]1[CH2:9][CH:10]([C:25](=[O:26])[N:27]2[CH2:28][S:29][CH2:30][CH2:31]2)[CH:11]([NH:14][C:15](=[O:16])[O:17][CH2:18][c:19]2[cH:20][cH:21][cH:22][cH:23][cH:24]2)[CH2:12][CH2:13]1)([CH3:5])([CH3:6])[CH3:7].[Cl:39][CH2:40][Cl:41].[F:32][C:33]([F:34])([F:35])[C:36]([OH:37])=[O:38]>>[NH:8]1[CH2:9][CH:10]([C:25](=[O:26])[N:27]2[CH2:28][S:29][CH2:30][CH2:31]2)[CH:11]([NH:14][C:15](=[O:16])[O:17][CH2:18][c:19]2[cH:20][cH:21][cH:22][cH:23][cH:24]2)[CH2:12][CH2:13]1.